Task: describe an organic reaction: reactants, conditions, products, and yield. Dataset: the Open Reaction Database (ORD), a public repository of structured organic reaction records The reactants are COC1=CC=C(CS[C@H]2C[C@H](N(C2)C(=O)OCC2=CC=C(C=C2)[N+](=O)[O-])C(=O)O)C=C1 ((2S,4S)-4-(4-methoxybenzyl)thio-1-(4-nitrobenzyloxycarbonyl)-L-proline), N,N'-carbonyldiimidazole, FC(C(=O)O)(F)F.[N+](=O)([O-])C1=CC=C(COC(=O)N=C(N[C@H](C(=O)NC2CNC2)C)NC(=O)OCC2=CC=C(C=C2)[N+](=O)[O-])C=C1 (3-[(2S)-2-[2,3-di(4-nitrobenzyloxycarbonyl)guanidino]-2-methylacetylamino]azetidine trifluoroacetate). The solvent is C(C)#N (acetonitrile), O1CCCC1 (tetrahydrofuran). Conditions: time 1 hour. Yields the product C(C)(C)N(C(C)C)CC (N,N-diisopropylethylamine), compound. RXN SMILES: CO[C:3]1[CH:31]=CC(CS[C@@H]2CN(C(OCC3C=CC([N+]([O-])=O)=CC=3)=O)[C@H](C(O)=O)C2)=C[CH:4]=1.FC(F)(F)C(O)=O.[N+](C1C=CC(COC(N=C(NC(OCC2C=CC([N+]([O-])=O)=CC=2)=O)N[C@@H:53](C)[C:54]([NH:56][CH:57]2[CH2:60]N[CH2:58]2)=O)=O)=CC=1)([O-])=O>C(#N)C.O1CCCC1>[CH:3]([N:56]([CH2:54][CH3:53])[CH:57]([CH3:58])[CH3:60])([CH3:31])[CH3:4] |f:1.2|. Reported procedure: To a solution of (2S,4S)-4-(4-methoxybenzyl)thio-1-(4-nitrobenzyloxycarbonyl)-L-proline (924 mg) in anhydrous acetonitrile (15 ml), N,N'-carbonyldiimidazole (352 mg) was added and the mixture was stirred at room temperature for one hour. To the reaction mixture, N,N-diisopropylethylamine (343 μl) and a solution of the compound (1.76 g), which had been obtained in (2), in anhydrous tetrahydrofuran (15 ml) were added. The resulting mixture was treated in a similar maimer to that described in Refer... Starting materials: COC=1C=C(C=CC1)N=C=O (3-methoxyphenyl isocyanate), ClC=1C=C(CC2=NC=CC(=C2)C(C(C)C)N)C=CC1Cl (1(RS)-[(3,4-dichlorobenzyl)pyridin-4-yl]-2-methylpropylamine). Solvent: C(Cl)Cl (methylene chloride), C(C)(=O)OCC (ethyl acetate). Run at time 1 hour. The product is COC=1C=C(C=CC1)NC(N)=O (3-(3-methoxyphenyl)urea). Reaction SMILES: [CH3:1][O:2][C:3]1[CH:4]=[C:5]([N:9]=[C:10]=[O:11])[CH:6]=[CH:7][CH:8]=1.ClC1C=C(C=CC=1Cl)CC1C=C(C(N)C(C)C)C=C[N:18]=1>C(Cl)Cl.C(OCC)(=O)C>[CH3:1][O:2][C:3]1[CH:4]=[C:5]([NH:9][C:10](=[O:11])[NH2:18])[CH:6]=[CH:7][CH:8]=1. Reported procedure: 3-methoxyphenyl isocyanate (37 μl, 0.28 mmol) was added to a solution of provide 1(RS)-[(3,4-dichlorobenzyl)pyridin-4-yl]-2-methylpropylamine (88 mg, 0.28 mmol) in methylene chloride solution (2 ml) at room temperature. After 1 h, the reaction mixture was diluted with ethyl acetate and washed with sodium bicarbonate solution (5 ml). The organic layer was separated and dried over magnesium sulfate, filtered and concentrated to provide 1-{1(RS)-[1-(3,4-dichlorobenzyl)piperidin-4-yl]-2-methylpropyl... Procedure: 8-tert-butyl 2-methyl 10-[benzyl(methyl)amino]-3-hydroxy-4-oxo-6,7,9,10-tetrahydropyrimido[1,2-d][1,4]diazepine-2,8(4H)-dicarboxylate prepared as described in Step 4, was dissolved in MeOH, treated with 1 N HCl (1 eq.) and stirred overnight under an H2 atmosphere in the presence of 10% Pd/C. The catalyst was filtered off through celite, and the filtrate was concentrated under reduced pressure. MS (ES) C16H24N4O6 requires 368. Found: 369 (M+H+). The crude organic product was taken in methanol and... Starting materials: C(C1=CC=CC=C1)N(C1C=2N(CCN(C1)C(=O)OC(C)(C)C)C(C(=C(N2)C(=O)OC)O)=O)C (8-tert-butyl 2-methyl 10-[benzyl(methyl)amino]-3-hydroxy-4-oxo-6,7,9,10-tetrahydropyrimido[1,2-d][1,4]diazepine-2,8(4H)-dicarboxylate), Cl (HCl), FC1=C(C=C(CN)C=C1)C (4-fluoro-3-methyl-benzylamine). The reagents and catalysts are [Pd] (Pd/C). Yields the product FC1=C(C=C(CNC(=O)C=2N=C3N(CCN(CC3NC)C(=O)OC(C)(C)C)C(C2O)=O)C=C1)C (tert-butyl 2-{[(4-fluoro-3-methylbenzyl)amino]carbonyl}-3-hydroxy-10-(methylamino)-4-oxo-6,7,9,10-tetrahydropyrimido[1,2-d][1,4]diazepine-8(4H)-carboxylate). RXN SMILES: C([N:8]([CH3:33])[CH:9]1[CH2:15][N:14]([C:16]([O:18][C:19]([CH3:22])([CH3:21])[CH3:20])=[O:17])[CH2:13][CH2:12][N:11]2[C:23](=[O:32])[C:24]([OH:31])=[C:25]([C:27](OC)=[O:28])[N:26]=[C:10]12)C1C=CC=CC=1.Cl.[F:35][C:36]1[CH:43]=[CH:42][C:39]([CH2:40][NH2:41])=[CH:38][C:37]=1[CH3:44]>CO.[Pd]>[F:35][C:36]1[CH:43]=[CH:42][C:39]([CH2:40][NH:41][C:27]([C:25]2[N:26]=[C:10]3[CH:9]([NH:8][CH3:33])[CH2:15][N:14]([C:16]([O:18][C:19]([CH3:20])([CH3:21])[CH3:22])=[O:17])[CH2:13][CH2:12][N:11]3[C:23](=[O:32])[C:24]=2[OH:31])=[O:28])=[CH:38][C:37]=1[CH3:44]. Solvent: CO (MeOH).